The task is: describe an organic reaction: reactants, conditions, products, and yield. This data is from the Open Reaction Database (ORD), a public repository of structured organic reaction records. The reactants are COC([C@@H](NC(=O)C1=C(C=CC=C1C)Cl)CC1=CC=C(C=C1)[N+](=O)[O-])=O (N-[(2-Chloro-6-methylphenyl)carbonyl]-4-nitro-L-phenylalanine methyl ester), Cl[Sn]Cl.O (SnCl2.H2O). The solvent is C(C)O (ethanol). Reaction conditions: temperature 97 celsius, time 1 hour. Yields the product COC([C@@H](NC(C1=C(C=CC=C1C)Cl)=O)CC1=CC=C(C=C1)N)=O (4-amino-N-(2-chloro-6-methylbenzoyl)-L-phenylalanine methyl ester). The yield is 98.8%. Reaction SMILES: [CH3:1][O:2][C:3](=[O:26])[C@H:4]([CH2:16][C:17]1[CH:22]=[CH:21][C:20]([N+:23]([O-])=O)=[CH:19][CH:18]=1)[NH:5][C:6]([C:8]1[C:13]([CH3:14])=[CH:12][CH:11]=[CH:10][C:9]=1[Cl:15])=[O:7].Cl[Sn]Cl.O>C(O)C>[CH3:1][O:2][C:3](=[O:26])[C@H:4]([CH2:16][C:17]1[CH:18]=[CH:19][C:20]([NH2:23])=[CH:21][CH:22]=1)[NH:5][C:6](=[O:7])[C:8]1[C:13]([CH3:14])=[CH:12][CH:11]=[CH:10][C:9]=1[Cl:15] |f:1.2|. Reported procedure: N-[(2-Chloro-6-methylphenyl)carbonyl]-4-nitro-L-phenylalanine methyl ester (1.51 g, 4.0 mmol) and SnCl2.H2O (4.5 g, 20 mmol) were suspended in 30 mL of ethanol. The suspension was stirred at a bath temperature of 97° C. for 1 hr. After it was cooled to room temperature, the solvent was evaporated and the residue was dissolved in 15 mL of water. The aqueous solution was then made alkaline by addition of solid K2CO3 to pH>10 and was extracted with ethyl acetate (3×100 mL). The combined extracts we...